From a dataset of the Open Reaction Database (ORD), a public repository of structured organic reaction records. describe an organic reaction: reactants, conditions, products, and yield Starting materials: CCN(C(C)C)C(C)C, O=S1CCc2nc(N3CCN(c4ccc(Cl)cc4)CC3)nc(Cl)c21, CC(C)CC(N)CO, C1COCCO1, O. Product: CC(C)CC(CO)Nc1nc(N2CCN(c3ccc(Cl)cc3)CC2)nc2c1S(=O)CC2. RXN SMILES: [CH:33]([N:34]([CH:35]([CH3:36])[CH3:37])[CH2:38][CH3:39])([CH3:40])[CH3:41].[Cl:1][c:2]1[c:3]2[c:4]([n:5][c:6]([N:8]3[CH2:9][CH2:10][N:11]([c:14]4[cH:15][cH:16][c:17]([Cl:20])[cH:18][cH:19]4)[CH2:12][CH2:13]3)[n:7]1)[CH2:21][CH2:22][S:23]2=[O:24].[NH2:25][CH:26]([CH2:27][CH:28]([CH3:29])[CH3:30])[CH2:31][OH:32].[O:43]1[CH2:44][CH2:45][O:46][CH2:47][CH2:48]1.[OH2:42]>>[c:2]1([NH:25][CH:26]([CH2:27][CH:28]([CH3:29])[CH3:30])[CH2:31][OH:32])[c:3]2[c:4]([n:5][c:6]([N:8]3[CH2:9][CH2:10][N:11]([c:14]4[cH:15][cH:16][c:17]([Cl:20])[cH:18][cH:19]4)[CH2:12][CH2:13]3)[n:7]1)[CH2:21][CH2:22][S:23]2=[O:24]. Reactants: ClC=1C(=CC(=C(C1)NC(=O)N1C(NCC1)=O)F)OC1=CC(=NC=C1)C=1C=NN(C1)C (N-(5-chloro-2-fluoro-4-((2-(1-methyl-1H-pyrazol-4-yl)pyridin-4-yl)oxy)phenyl)-2-oxoimidazolidine-1-carboxamide), [H-].[Na+] (NaH), CN(C)C=O (DMF), O (water), Example C4. Run at time 0.5 hour. Yields the product ClC=1C(=CC(=C(C1)NC(=O)N1C(N(CC1)CCC(C)(C)OC)=O)F)OC1=CC(=NC=C1)C=1C=NN(C1)C (N-(5-chloro-2-fluoro-4-((2-(1-methyl-1H-pyrazol-4-yl)pyridin-4-yl)oxy)phenyl)-3-(3-methoxy-3-methylbutyl)-2-oxoimidazolidine-1-carboxamide). Isolated yield 28.0%. Reaction SMILES: [Cl:1][C:2]1[C:3]([O:18][C:19]2[CH:24]=[CH:23][N:22]=[C:21]([C:25]3[CH:26]=[N:27][N:28]([CH3:30])[CH:29]=3)[CH:20]=2)=[CH:4][C:5]([F:17])=[C:6]([NH:8][C:9]([N:11]2[CH2:15][CH2:14][NH:13][C:12]2=[O:16])=[O:10])[CH:7]=1.[H-].[Na+].O.CN([CH:37]=[O:38])C>>[Cl:1][C:2]1[C:3]([O:18][C:19]2[CH:24]=[CH:23][N:22]=[C:21]([C:25]3[CH:26]=[N:27][N:28]([CH3:30])[CH:29]=3)[CH:20]=2)=[CH:4][C:5]([F:17])=[C:6]([NH:8][C:9]([N:11]2[CH2:15][CH2:14][N:13]([CH2:20][CH2:21][C:25]([O:38][CH3:37])([CH3:26])[CH3:29])[C:12]2=[O:16])=[O:10])[CH:7]=1 |f:1.2|. Reported procedure: A 0° C. solution of Example C9 (0.350 g, 0.812 mmol) in DMF (5 mL) was treated with NaH (60% in mineral oil, 0.100 g, 2.50 mmol), stirred at RT for 0.5 h, treated with Example C4 (0.500 g, 1.836 mmol) and stirred at RT overnight. The mixture was treated with water, extracted with EtOAc (3×) and the combined organics were dried over Na2SO4, concentrated to dryness and purified via silica gel chromatography (MeOH/DCM) to afford N-(5-chloro-2-fluoro-4-((2-(1-methyl-1H-pyrazol-4-yl)pyridin-4-yl)oxy)...